Dataset: the Open Reaction Database (ORD), a public repository of structured organic reaction records. Task: describe an organic reaction: reactants, conditions, products, and yield Reactants: aqueous solution, [OH-].[Na+] (sodium hydroxide), BrBr (bromine), C(OCC=C)([O-])=O (allyl carbonate), CO (methanol). Run in O (water), O (water). Run at temperature 60 celsius. Yields the product C([O-])([O-])=O (carbonate), C(Br)C1CO1 (epibromohydrin). Isolated yield 54.0%. Reaction SMILES: [C:1](=[O:7])([O-:6])[O:2][CH2:3][CH:4]=[CH2:5].CO.[Br:10]Br.[OH-].[Na+]>O>[C:1](=[O:2])([O-:7])[O-:6].[CH2:5]([CH:4]1[O:2][CH2:3]1)[Br:10] |f:3.4|. Procedure: Into a 500-ml flask are placed 36 g of bis(allyl carbonate (0.25 mole) and 100 ml of methanol. This mixture is stirred and cooled in an ice water bath while 80 g of bromine (0.5 mole) is added dropwise. When this reaction is complete, 11 ml of water is added and the mixture stirred while 44 g of a 50 percent aqueous solution of sodium hydroxide (0.55 mole) is added at such a rate so as to maintain reaction temperatures below 55° C. The mixture is then heated to 60° C. for 4 hours and allowed to ... The reactants are OO (H2O2), solution, OC[C@H](C(=O)N1C(OC[C@@H]1CC1=CC=CC=C1)=O)CCCCC=C ((4S)-3-[(2R)-2-(hydroxymethyl)-7-octenoyl]-4-benzyl-1,3-oxazolidin-2-one), C1CCOC1 (THF), [Li+].[OH-] (LiOH). Run in O (H2O). Product: OC[C@H](C(=O)O)CCCCC=C ((2R)-2-(Hydroxymethyl)-7-octenoic acid). RXN SMILES: [OH:1][CH2:2][C@@H:3]([CH2:19][CH2:20][CH2:21][CH2:22][CH:23]=[CH2:24])[C:4](N1[C@@H](CC2C=CC=CC=2)COC1=O)=[O:5].C1C[O:28]CC1.OO.[Li+].[OH-]>O>[OH:1][CH2:2][C@@H:3]([CH2:19][CH2:20][CH2:21][CH2:22][CH:23]=[CH2:24])[C:4]([OH:5])=[O:28] |f:3.4|. Procedure details: A 0.05 M solution of (4S)-3-[(2R)-2-(hydroxymethyl)-7-octenoyl]-4-benzyl-1,3-oxazolidin-2-one (2.55 g, 7.70 mmol) in a 4:1 mixture of THF and H2O was treated with 30% H2O2 (4.0 mL, 30.82 mmol), followed by LiOH (0.70 g, 15.41 mmol) at 0° C. The resulting mixture was stirred and allowed to warm to room temperature overnight. THF was then removed under vacuum. The residue was washed with dichloromethane (50 mL×2) to remove (S)-4-benzyl-oxazolidin-2-one. The desired product was isolated by EtOAc ex...